Dataset: the Open Reaction Database (ORD), a public repository of structured organic reaction records. Task: describe an organic reaction: reactants, conditions, products, and yield Reactants: ClC=1C=CC(=C(C1)C1=CC(N(C=C1OC)C(C(=O)NC1=CC=C(C(=O)OC(C)(C)C)C=C1)CC1COCC1)=O)C#N (tert-butyl 4-({2-[4-(5-chloro-2-cyanophenyl)-5-methoxy-2-oxopyridin-1(2H)-yl]-3-(tetrahydrofuran-3-yl)propanoyl}amino)benzoate), C(=O)(C(F)(F)F)O (TFA). The product is ClC=1C=CC(=C(C1)C1=CC(N(C=C1OC)C(C(=O)NC1=CC=C(C(=O)O)C=C1)CC1COCC1)=O)C#N (4-({2-[4-(5-Chloro-2-cyanophenyl)-5-methoxy-2-oxopyridin-1(2H)-yl]-3-(tetrahydrofuran-3-yl)propanoyl}amino)benzoic acid). Reaction SMILES: [Cl:1][C:2]1[CH:3]=[CH:4][C:5]([C:40]#[N:41])=[C:6]([C:8]2[C:13]([O:14][CH3:15])=[CH:12][N:11]([CH:16]([CH2:33][CH:34]3[CH2:38][CH2:37][O:36][CH2:35]3)[C:17]([NH:19][C:20]3[CH:32]=[CH:31][C:23]([C:24]([O:26]C(C)(C)C)=[O:25])=[CH:22][CH:21]=3)=[O:18])[C:10](=[O:39])[CH:9]=2)[CH:7]=1.C(O)(C(F)(F)F)=O>>[Cl:1][C:2]1[CH:3]=[CH:4][C:5]([C:40]#[N:41])=[C:6]([C:8]2[C:13]([O:14][CH3:15])=[CH:12][N:11]([CH:16]([CH2:33][CH:34]3[CH2:38][CH2:37][O:36][CH2:35]3)[C:17]([NH:19][C:20]3[CH:32]=[CH:31][C:23]([C:24]([OH:26])=[O:25])=[CH:22][CH:21]=3)=[O:18])[C:10](=[O:39])[CH:9]=2)[CH:7]=1. Procedure: 795 mg (1.3 mmol) of tert-butyl 4-({2-[4-(5-chloro-2-cyanophenyl)-5-methoxy-2-oxopyridin-1(2H)-yl]-3-(tetrahydrofuran-3-yl)propanoyl}amino)benzoate (mixture of racemic diastereomers) were hydrolysed with TFA according to General Method 2. Yield: 405 mg (59% of theory) Reactants: NC1=C(C=C(C=O)C=C1OC)OC (4-amino-3,5-dimethoxy-benzaldehyde), C(C)OC(CC#N)=O (cyanoacetic acid ethyl ester). The reagents and catalysts are N1CCCCC1 (piperdine). Product: C(C)OC(C(=CC1=CC(=C(C(=C1)OC)N)OC)C#N)=O (4-amino-α-cyano-3,5-dimethoxy-cinnamic acid ethyl ester). RXN SMILES: [NH2:1][C:2]1[C:9]([O:10][CH3:11])=[CH:8][C:5]([CH:6]=O)=[CH:4][C:3]=1[O:12][CH3:13].[CH2:14]([O:16][C:17](=[O:21])[CH2:18][C:19]#[N:20])[CH3:15]>N1CCCCC1>[CH2:14]([O:16][C:17](=[O:21])[C:18]([C:19]#[N:20])=[CH:6][C:5]1[CH:8]=[C:9]([O:10][CH3:11])[C:2]([NH2:1])=[C:3]([O:12][CH3:13])[CH:4]=1)[CH3:15]. Reported procedure: A mixture of 18.1 g. of 4-amino-3,5-dimethoxy-benzaldehyde, 11.3 g. of cyanoacetic acid ethyl ester and 3 drops of piperdine was heated at 120° C. for 1 hour in an open vessel, whereby the formed water evaporated. The residue was recrystallized from ethyl acetate/petroleum ether and there was obtained 4-amino-α-cyano-3,5-dimethoxy-cinnamic acid ethyl ester having a melting point of 134°-136° C. Reactants: [Br-] (bromide), CCCC1=C(C=CC(=C1O)C(=O)C)O (2,4-dihydroxy-3-propylacetophenone), C(C)C(=O)C (methyl ethyl ketone), C(=O)([O-])[O-].[K+].[K+] (K2CO3). The product is C(C)(=O)C1=C(C(=C(C=C1)OCCCOC1=CC=C(C=C1)[C@@H]1[C@@H](CC(O1)=O)C)CCC)O ((5S, 4R)-5-(4-(3-(4-acetyl-3-hydroxy-2-propylphenyloxy)propyloxy)phenyl)-4-methyl-2,3,4,5-tetrahydrofuran-2-one). Reaction SMILES: [Br-].[CH3:2][CH2:3][CH2:4][C:5]1[C:10]([OH:11])=[C:9]([C:12]([CH3:14])=[O:13])[CH:8]=[CH:7][C:6]=1[OH:15].[C:16]([O-:19])([O-])=[O:17].[K+].[K+].[CH2:22]([C:24]([CH3:26])=[O:25])[CH3:23]>>[C:12]([C:9]1[CH:8]=[CH:7][C:6]([O:15][CH2:7][CH2:8][CH2:9][O:25][C:24]2[CH:26]=[CH:2][C:3]([C@H:4]3[O:19][C:16](=[O:17])[CH2:6][C@H:5]3[CH3:10])=[CH:23][CH:22]=2)=[C:5]([CH2:4][CH2:3][CH3:2])[C:10]=1[OH:11])(=[O:13])[CH3:14] |f:2.3.4|. Reported procedure: The bromide from Example 12 (4.5 g, 14.4 mmol) was reacted with 2,4-dihydroxy-3-propylacetophenone (2.9 g, 15.0 mmol) in methyl ethyl ketone (45 ml) containing anhydrous K2CO3 (4.0 g, 29.0 mmol) at reflux temperature for 6 hours in an atmosphere of nitrogen. The mixture was filtered, concentrated in vacuo and the residue was purified by chromatography on silica gel to provide the title compound, m.p. 88.5°-89.5° C.